This data is from the Open Reaction Database (ORD), a public repository of structured organic reaction records. The task is: describe an organic reaction: reactants, conditions, products, and yield The reactants are CC1CCCCC1O, Cc1ccccc1, CC(C)(C)OC(=O)N1CCOc2nc(Cl)ccc2C1, [H-], [Na+], O=C(C=Cc1ccccc1)C=Cc1ccccc1, O=C(C=Cc1ccccc1)C=Cc1ccccc1, O=C(C=Cc1ccccc1)C=Cc1ccccc1, O, [Pd], [Pd], c1ccc(P(c2ccccc2)c2ccc3ccccc3c2-c2c(P(c3ccccc3)c3ccccc3)ccc3ccccc23)cc1. The product is CC1CCCCC1Oc1ccc2c(n1)OCCN(C(=O)OC(C)(C)C)C2. As a reaction SMILES: [CH3:1][CH:2]1[CH:3]([OH:8])[CH2:4][CH2:5][CH2:6][CH2:7]1.[CH3:76][c:77]1[cH:78][cH:79][cH:80][cH:81][cH:82]1.[Cl:11][c:12]1[cH:13][cH:14][c:15]2[c:21]([n:22]1)[O:20][CH2:19][CH2:18][N:17]([C:23](=[O:24])[O:25][C:26]([CH3:27])([CH3:28])[CH3:29])[CH2:16]2.[H-:9].[Na+:10].[O:103]=[C:104]([CH:105]=[CH:106][c:107]1[cH:108][cH:109][cH:110][cH:111][cH:112]1)[CH:113]=[CH:114][c:115]1[cH:116][cH:117][cH:118][cH:119][cH:120]1.[O:121]=[C:122]([CH:123]=[CH:124][c:125]1[cH:126][cH:127][cH:128][cH:129][cH:130]1)[CH:131]=[CH:132][c:133]1[cH:134][cH:135][cH:136][cH:137][cH:138]1.[O:85]=[C:86]([CH:87]=[CH:88][c:89]1[cH:90][cH:91][cH:92][cH:93][cH:94]1)[CH:95]=[CH:96][c:97]1[cH:98][cH:99][cH:100][cH:101][cH:102]1.[OH2:139].[Pd:83].[Pd:84].[cH:30]1[cH:31][cH:32][c:33]([P:34]([c:35]2[cH:36][cH:37][c:38]3[c:39]([cH:40][cH:41][cH:42][cH:43]3)[c:44]2-[c:45]2[c:46]3[c:47]([cH:48][cH:49][cH:50][cH:51]3)[cH:52][cH:53][c:54]2[P:55]([c:56]2[cH:57][cH:58][cH:59][cH:60][cH:61]2)[c:62]2[cH:63][cH:64][cH:65][cH:66][cH:67]2)[c:68]2[cH:69][cH:70][cH:71][cH:72][cH:73]2)[cH:74][cH:75]1>>[CH3:1][CH:2]1[CH:3]([O:8][c:12]2[cH:13][cH:14][c:15]3[c:21]([n:22]2)[O:20][CH2:19][CH2:18][N:17]([C:23](=[O:24])[O:25][C:26]([CH3:27])([CH3:28])[CH3:29])[CH2:16]3)[CH2:4][CH2:5][CH2:6][CH2:7]1. The reactants are F[C@@H](CO)CCCCCC ((2R)-2fluorooctanol), N1=CC=CC=C1 (pyridine), S(=O)(=O)(C1=CC=C(C)C=C1)Cl (tosyl chloride). Run in O (water). Conditions: time 6 hour. Yields the product S(=O)(=O)(OC[C@@H](CCCCCC)F)C1=CC=C(C)C=C1 ((2R)-2-fluorooctyl tosylate). Isolated yield 93.1%. RXN SMILES: [F:1][C@H:2]([CH2:5][CH2:6][CH2:7][CH2:8][CH2:9][CH3:10])[CH2:3][OH:4].N1C=CC=CC=1.[S:17](Cl)([C:20]1[CH:26]=[CH:25][C:23]([CH3:24])=[CH:22][CH:21]=1)(=[O:19])=[O:18]>O>[S:17]([C:20]1[CH:26]=[CH:25][C:23]([CH3:24])=[CH:22][CH:21]=1)([O:4][CH2:3][C@H:2]([F:1])[CH2:5][CH2:6][CH2:7][CH2:8][CH2:9][CH3:10])(=[O:19])=[O:18]. Reported procedure: A reaction vessel was charged with 10.0 g of (2R)-2fluorooctanol and 25 ml of pyridine, and 13.0 g of tosyl chloride was added with stirring at 0°-5° C. After the reaction was effected for 6 hours, the mixture was poured into water and extracted with 100 ml of benzene. The resultant solution in benzene was washed sequentially with water, an aqueous solution of NaHCO3 and water in that order, and dried over Glauber's salt. The solvent was distilled off to obtain 19.0 g (yield 92.6%) of crude (2R)...